This data is from the Open Reaction Database (ORD), a public repository of structured organic reaction records. The task is: describe an organic reaction: reactants, conditions, products, and yield Procedure details: To a mixture of 1-(2-fluoropyridin-4-yl)-2-(3-trifluoromethylphenyl)ethane-1,2-dione-1-oxime (11.4 g, 0.037 mole) and N-benzyloxycarbonylpiperidin-4-carboxaldehyde [Amici et al Eur. J. Med. Chem. 26, 625-631 (1991)] (9.93 g, 0.040 mol), in acetic acid (250 mL) was added ammonium acetate (56.29 g, 0.730 mole). The mixture was heated to 75° C. for 1 h, cooled and concentrated to remove most of the acetic acid. The residue was poured into concentrated NH4OH (100 mL), ice (200 g) and methylene chlor... RXN SMILES: [F:1][C:2]1[CH:7]=[C:6]([C:8](=[N:21][OH:22])[C:9]([C:11]2[CH:16]=[CH:15][CH:14]=[C:13]([C:17]([F:20])([F:19])[F:18])[CH:12]=2)=O)[CH:5]=[CH:4][N:3]=1.[CH2:23]([O:30][C:31]([N:33]1[CH2:38][CH2:37][CH:36]([CH:39]=O)[CH2:35][CH2:34]1)=[O:32])[C:24]1[CH:29]=[CH:28][CH:27]=[CH:26][CH:25]=1.C([O-])(=O)C.[NH4+:45]>C(O)(=O)C>[CH2:23]([O:30][C:31]([N:33]1[CH2:38][CH2:37][CH:36]([C:39]2[N:21]([OH:22])[C:8]([C:6]3[CH:5]=[CH:4][N:3]=[C:2]([F:1])[CH:7]=3)=[C:9]([C:11]3[CH:16]=[CH:15][CH:14]=[C:13]([C:17]([F:20])([F:19])[F:18])[CH:12]=3)[N:45]=2)[CH2:35][CH2:34]1)=[O:32])[C:24]1[CH:29]=[CH:28][CH:27]=[CH:26][CH:25]=1 |f:2.3|. Reaction conditions: temperature 75 celsius. The reactants are C(C)(=O)[O-].[NH4+] (ammonium acetate), FC1=NC=CC(=C1)C(C(=O)C1=CC(=CC=C1)C(F)(F)F)=NO (1-(2-fluoropyridin-4-yl)-2-(3-trifluoromethylphenyl)ethane-1,2-dione-1-oxime), C(C1=CC=CC=C1)OC(=O)N1CCC(CC1)C=O (N-benzyloxycarbonylpiperidin-4-carboxaldehyde). Yields the product C(C1=CC=CC=C1)OC(=O)N1CCC(CC1)C=1N(C(=C(N1)C1=CC(=CC=C1)C(F)(F)F)C1=CC(=NC=C1)F)O (4-[1-Hydroxy-5-(2-fluoropyridin-4-yl)-4-(3-trifluoromethylphenyl)-1H-imidazol-2-yl]piperidine-1-carboxylic acid benzyl ester). Solvent: C(C)(=O)O (acetic acid). Starting materials: N1CC=CC1 (3-pyrroline), C([O-])([O-])=O.[K+].[K+] (potassium carbonate), ClC(=O)OCC1=CC=CC=C1 (benzyl chloroformate). Solvent: C(Cl)Cl (methylene chloride). Conditions: time 20 minute. Product: C(C1=CC=CC=C1)OC(=O)N1CC=CC1 (1-benzyloxycarbonyl-3-pyrroline). Yield: 78.5%. Reaction SMILES: [NH:1]1[CH2:5][CH:4]=[CH:3][CH2:2]1.C(=O)([O-])[O-].[K+].[K+].Cl[C:13]([O:15][CH2:16][C:17]1[CH:22]=[CH:21][CH:20]=[CH:19][CH:18]=1)=[O:14]>C(Cl)Cl>[CH2:16]([O:15][C:13]([N:1]1[CH2:5][CH:4]=[CH:3][CH2:2]1)=[O:14])[C:17]1[CH:22]=[CH:21][CH:20]=[CH:19][CH:18]=1 |f:1.2.3|. Procedure: To a solution of 3-pyrroline (1.3 g, 18.8 mmol) and anhyd. potassium carbonate (15.3 g, 144.6 mmol) in methylene chloride (30 mL) was added dropwise benzyl chloroformate (7.4 g, 43.4 mmol) at 0° C. and stirred for 20 min. The reaction mixture was warmed to room temperature and stirred further for 2 hrs. The mixture was washed with cold water (30 mL) and brine (20 mL) and dried (MgSO4). After evaporation of solvents, the residue was purified by flash column chromatography (EtOAc/hexane (1:10)) to... The reactants are [Al+3], CN(C)C=O, c1ccc2c(c1)NC(C1CCCCC1)CO2, Cl, [H-], [H-], [H-], [H-], [Li+], O=N[O-], [Na+], C1CCOC1, O. Product: NN1c2ccccc2OCC1C1CCCCC1. Reaction SMILES: [Al+3:23].[CH3:33][N:34]([CH3:35])[CH:36]=[O:37].[CH:1]1([CH:7]2[CH2:8][O:9][c:10]3[c:11]([cH:13][cH:14][cH:15][cH:16]3)[NH:12]2)[CH2:2][CH2:3][CH2:4][CH2:5][CH2:6]1.[ClH:21].[H-:22].[H-:25].[H-:26].[H-:27].[Li+:24].[N:17]([O-:18])=[O:19].[Na+:20].[O:28]1[CH2:29][CH2:30][CH2:31][CH2:32]1.[OH2:38]>>[CH:1]1([CH:7]2[CH2:8][O:9][c:10]3[c:11]([cH:13][cH:14][cH:15][cH:16]3)[N:12]2[NH2:17])[CH2:2][CH2:3][CH2:4][CH2:5][CH2:6]1. Starting materials: [Br-], CC(=O)c1ccc(C=O)cc1, CC(c1ccc2c(c1)C(C)(C)CC2(C)C)[P+](c1ccccc1)(c1ccccc1)c1ccccc1. Product: CC(=O)c1ccc(C=C(C)c2ccc3c(c2)C(C)(C)CC3(C)C)cc1. Reaction SMILES: [Br-:1].[C:36]([CH3:37])(=[O:38])[c:39]1[cH:40][cH:41][c:42]([CH:43]=[O:44])[cH:45][cH:46]1.[CH3:2][C:3]1([CH3:35])[CH2:4][C:5]([CH3:33])([CH3:34])[c:6]2[cH:7][c:8]([CH:12]([CH3:13])[P+:14]([c:15]3[cH:16][cH:17][cH:18][cH:19][cH:20]3)([c:21]3[cH:22][cH:23][cH:24][cH:25][cH:26]3)[c:27]3[cH:28][cH:29][cH:30][cH:31][cH:32]3)[cH:9][cH:10][c:11]21>>[CH3:2][C:3]1([CH3:35])[CH2:4][C:5]([CH3:33])([CH3:34])[c:6]2[cH:7][c:8]([C:12]([CH3:13])=[CH:43][c:42]3[cH:41][cH:40][c:39]([C:36]([CH3:37])=[O:38])[cH:46][cH:45]3)[cH:9][cH:10][c:11]21. Reactants: C1(=CC=CC=2C(C3=CC=CC=C3C(C12)=O)=O)NC1=C(C(=O)O)C=CC=C1 (2-(1-anthraquinonylamino)-benzoic acid), formula II, S(O)(O)(=O)=O (sulfuric acid), BrBr (bromine). The product is BrC=1C=CC(=C(C(=O)O)C1)NC1=CC=CC=2C(C3=CC=CC=C3C(C12)=O)=O (5-bromo-2-(1-anthraquinonylamino)benzoic acid). RXN SMILES: [Br:1]Br.[C:3]1([NH:19][C:20]2[CH:28]=[CH:27][CH:26]=[CH:25][C:21]=2[C:22]([OH:24])=[O:23])[C:16]2[C:15](=[O:17])[C:14]3[C:9](=[CH:10][CH:11]=[CH:12][CH:13]=3)[C:8](=[O:18])[C:7]=2[CH:6]=[CH:5][CH:4]=1.S(=O)(=O)(O)O>>[Br:1][C:26]1[CH:27]=[CH:28][C:20]([NH:19][C:3]2[C:16]3[C:15](=[O:17])[C:14]4[C:9](=[CH:10][CH:11]=[CH:12][CH:13]=4)[C:8](=[O:18])[C:7]=3[CH:6]=[CH:5][CH:4]=2)=[C:21]([CH:25]=1)[C:22]([OH:24])=[O:23]. Reported procedure: which comprises first adding 1-1.5 molar equivalents of bromine to a reaction medium consisting essentially of 2-(1-anthraquinonylamino)-benzoic acid of formula II ##STR14## and 96 to 100% sulfuric acid at a temperature of 0°-25° C. to form a 5-bromo-2-(1-anthraquinonylamino)benzoic acid of the formula I ##STR15## in at least 92% absolute yield and then removing excess bromine and product hydrogen bromide and then raising the temperature to 50°-100° C. Reactants: COC(=O)c1ccc(S(=O)(=O)NC(=O)OCc2ccccc2)cc1, CO, [OH-]. Yields the product O=C(NS(=O)(=O)c1ccc(C(=O)O)cc1)OCc1ccccc1. As a reaction SMILES: [CH2:1]([c:2]1[cH:3][cH:4][cH:5][cH:6][cH:7]1)[O:8][C:9](=[O:10])[NH:11][S:12](=[O:13])(=[O:14])[c:15]1[cH:16][cH:17][c:18]([C:19](=[O:20])[O:21][CH3:22])[cH:23][cH:24]1.[CH3:26][OH:27].[OH-:25]>>[CH2:1]([c:2]1[cH:3][cH:4][cH:5][cH:6][cH:7]1)[O:8][C:9](=[O:10])[NH:11][S:12](=[O:13])(=[O:14])[c:15]1[cH:16][cH:17][c:18]([C:19](=[O:20])[OH:21])[cH:23][cH:24]1. Yield: 35.0%. Solvent: O1CCOCC1 (dioxane). Reaction conditions: temperature 120 celsius, time 150 minute. Product: ClC1=C(C2=C(OCO2)C=C1)NC1=CC=NC=2NC(N(CC21)CC2=CC=C(C=C2)OC)=O (5-[(5-chloro-1,3-benzodioxol-4-yl)amino]-3-(4-methoxybenzyl)-3,4-dihydropyrido[2,3-d]pyrimidin-2(1H)-one). The reagents and catalysts are CC(=O)[O-].CC(=O)[O-].[Pd+2] (Pd(OAc)2). The reactants are ClC1=CC=NC=2NC(N(CC21)CC2=CC=C(C=C2)OC)=O (5-chloro-3-(4-methoxybenzyl)-3,4-dihydropyrido [2,3-d] pyrimidin-2 (1H)-one), CC(C)(C)[O-].[Na+] (NaOtBu), ClC1=C(C2=C(OCO2)C=C1)N (5-chloro-1,3-benzodioxol-4-amine), CC(C)C1=CC(=C(C(=C1)C(C)C)C2=C(C=CC=C2)P(C3CCCCC3)C4CCCCC4)C(C)C (X-Phos). Reported procedure: 1 (69 mg, 0.23 mmol), 5-chloro-1,3-benzodioxol-4-amine (47 mg, 0.27 mmol), Pd(OAc)2 (2.5 mg, 0.01 mmol), X-Phos (11 mg, 0.02 mmol), and NaOtBu (65 mg, 0.68 mmol) were suspended in anhydrous dioxane (2 mL), and stirred in a microwave at 120° C. for 150 min. The crude product was purified directly via HPLC to provide 101 (35% yield). LC-MS (M+H=439, obsd.=439). Reaction SMILES: Cl[C:2]1[C:11]2[CH2:10][N:9]([CH2:12][C:13]3[CH:18]=[CH:17][C:16]([O:19][CH3:20])=[CH:15][CH:14]=3)[C:8](=[O:21])[NH:7][C:6]=2[N:5]=[CH:4][CH:3]=1.[Cl:22][C:23]1[CH:31]=[CH:30][C:26]2[O:27][CH2:28][O:29][C:25]=2[C:24]=1[NH2:32].CC(C1C=C(C(C)C)C(C2C=CC=CC=2P(C2CCCCC2)C2CCCCC2)=C(C(C)C)C=1)C.CC([O-])(C)C.[Na+]>O1CCOCC1.CC([O-])=O.CC([O-])=O.[Pd+2]>[Cl:22][C:23]1[CH:31]=[CH:30][C:26]2[O:27][CH2:28][O:29][C:25]=2[C:24]=1[NH:32][C:2]1[C:11]2[CH2:10][N:9]([CH2:12][C:13]3[CH:18]=[CH:17][C:16]([O:19][CH3:20])=[CH:15][CH:14]=3)[C:8](=[O:21])[NH:7][C:6]=2[N:5]=[CH:4][CH:3]=1 |f:3.4,6.7.8|.